This data is from the Open Reaction Database (ORD), a public repository of structured organic reaction records. The task is: describe an organic reaction: reactants, conditions, products, and yield Starting materials: c1ccc(COc2nn(C3CN4CCC3CC4)cc2-c2ccccc2)cc1, CCO, Cl. Product: Cl, Oc1nn(C2CN3CCC2CC3)cc1-c1ccccc1. Reaction SMILES: [CH2:2]([c:3]1[cH:4][cH:5][cH:6][cH:7][cH:8]1)[O:9][c:10]1[n:11][n:12]([CH:21]2[CH2:22][N:23]3[CH2:24][CH2:25][CH:26]2[CH2:27][CH2:28]3)[cH:13][c:14]1-[c:15]1[cH:16][cH:17][cH:18][cH:19][cH:20]1.[CH3:29][CH2:30][OH:31].[ClH:1]>>[ClH:1].[OH:9][c:10]1[n:11][n:12]([CH:21]2[CH2:22][N:23]3[CH2:24][CH2:25][CH:26]2[CH2:27][CH2:28]3)[cH:13][c:14]1-[c:15]1[cH:16][cH:17][cH:18][cH:19][cH:20]1. Reactants: [H-].[Na+] (sodium hydride), Cl (hydrochloric acid), S1C=C(C=C1)CC#N (thiophene-3-acetonitrile), BrCCCl (1-bromo-2-chloroethane). Run in CS(=O)C (dimethyl sulphoxide), O (water), CS(=O)C (dimethyl sulphoxide). Yields the product S1C=C(C=C1)C1(CC1)C#N (1-(3-thienyl)cyclopropanecarbonitrile). As a reaction SMILES: [S:1]1[CH:5]=[CH:4][C:3]([CH2:6][C:7]#[N:8])=[CH:2]1.Br[CH2:10][CH2:11]Cl.[H-].[Na+].Cl>CS(C)=O.O>[S:1]1[CH:5]=[CH:4][C:3]([C:6]2([C:7]#[N:8])[CH2:11][CH2:10]2)=[CH:2]1 |f:2.3|. Procedure: A solution of thiophene-3-acetonitrile (30 g) and 1-bromo-2-chloroethane (40.8 ml) in dimethyl sulphoxide (120 ml) was added slowly dropwise to a well stirred suspension of sodium hydride (60% dispersion in mineral oil; 38.8 g) in dimethyl sulphoxide (800 ml) at 30°-35° C. The solution was stirred at ambient temperature for 21 hours then water (100 ml) was carefully added followed by hydrochloric acid (2M; 100 ml). The mixture was extracted with ether (6×80 ml) and the combined extracts washed w... Starting materials: CC(=O)OC(C)=O, ClC(Cl)Cl, Clc1cc2c(cc1Cl)C1=C(CC2)NCCC1, c1ccncc1. Yields the product CC(=O)N1CCCC2=C1CCc1cc(Cl)c(Cl)cc12. RXN SMILES: [CH3:17][C:18](=[O:19])[O:20][C:21](=[O:22])[CH3:23].[CH:24]([Cl:25])([Cl:26])[Cl:27].[Cl:1][c:2]1[cH:3][c:4]2[c:5]([cH:14][c:15]1[Cl:16])[C:6]1=[C:11]([NH:10][CH2:9][CH2:8][CH2:7]1)[CH2:12][CH2:13]2.[cH:28]1[cH:29][cH:30][n:31][cH:32][cH:33]1>>[Cl:1][c:2]1[cH:3][c:4]2[c:5]([cH:14][c:15]1[Cl:16])[C:6]1=[C:11]([N:10]([C:18]([CH3:17])=[O:19])[CH2:9][CH2:8][CH2:7]1)[CH2:12][CH2:13]2. Starting materials: C(C)(C)(C)OC(N([C@H]1[C@@H](CCC1)NC(=O)NC1=CC(=C(C(=C1)OC)OC)OC)CCCC1=CC=C(C=C1)Cl)=O ((±)-trans-[3-(4-chlorophenyl)propyl]-{2-[3-(3,4,5-trimethoxyphenyl)ureido]-cyclopentyl}carbamic acid tert-butyl ester), C(C)(C)(C)OC(N([C@H]1[C@@H](CCC1)NC(C1=CC=C(C=C1)S(=O)(=O)C)=O)CCC1=CC=C(C=C1)Cl)=O ((±)-trans-[2-(4-chlorophenyl)ethyl]-[2-(4-methanesulfonylbenzoylamino)cyclopentyl]carbamic acid tert-butyl ester). Yields the product Cl.ClC1=CC=C(C=C1)CCN[C@H]1[C@@H](CCC1)NC(C1=CC=C(C=C1)S(=O)(=O)C)=O ((±)-trans-N-{2-[2-(4-Chlorophenyl)ethylamino]cyclopentyl}-4-methanesulfonylbenzamide hydrochloride). RXN SMILES: C(OC(=O)N(CCCC1C=CC([Cl:38])=CC=1)[C@@H]1CCC[C@H]1NC(NC1C=C(OC)C(OC)=C(OC)C=1)=O)(C)(C)C.C(OC(=O)[N:46]([CH2:65][CH2:66][C:67]1[CH:72]=[CH:71][C:70]([Cl:73])=[CH:69][CH:68]=1)[C@@H:47]1[CH2:51][CH2:50][CH2:49][C@H:48]1[NH:52][C:53](=[O:64])[C:54]1[CH:59]=[CH:58][C:57]([S:60]([CH3:63])(=[O:62])=[O:61])=[CH:56][CH:55]=1)(C)(C)C>>[ClH:38].[Cl:73][C:70]1[CH:71]=[CH:72][C:67]([CH2:66][CH2:65][NH:46][C@@H:47]2[CH2:51][CH2:50][CH2:49][C@H:48]2[NH:52][C:53](=[O:64])[C:54]2[CH:55]=[CH:56][C:57]([S:60]([CH3:63])(=[O:61])=[O:62])=[CH:58][CH:59]=2)=[CH:68][CH:69]=1 |f:2.3|. Reported procedure: Using procedures similar to those described in Example 3, except replacing the (±)-trans-[3-(4-chlorophenyl)propyl]-{2-[3-(3,4,5-trimethoxyphenyl)ureido]-cyclopentyl}carbamic acid tert-butyl ester used therein with (±)-trans-[2-(4-chlorophenyl)ethyl]-[2-(4-methanesulfonylbenzoylamino)cyclopentyl]carbamic acid tert-butyl ester, the title compound was prepared; MS m/z 421 (M+1)+.